This data is from the Open Reaction Database (ORD), a public repository of structured organic reaction records. The task is: describe an organic reaction: reactants, conditions, products, and yield Starting materials: [OH-].[Na+] (sodium hydroxide), NC([C@@H]1CC[C@H](CC1)C(=O)OCC)C=1SC(=CN1)Br (trans-ethyl 4-(amino(5-bromothiazol-2-yl)methyl)cyclohexanecarboxylate), C(=O)(C(F)(F)F)O (TFA). Solvent: CO (methanol). Reaction conditions: temperature 50 celsius. The product is NC([C@@H]1CC[C@H](CC1)C(=O)O)C=1SC(=CN1)Br (racemic trans-4-[amino(5-bromo-1,3-thiazol-2-yl)methyl]cyclohexanecarboxylic acid). As a reaction SMILES: [NH2:1][CH:2]([C:14]1[S:15][C:16]([Br:19])=[CH:17][N:18]=1)[C@H:3]1[CH2:8][CH2:7][C@H:6]([C:9]([O:11]CC)=[O:10])[CH2:5][CH2:4]1.[OH-].[Na+].C(O)(C(F)(F)F)=O>CO>[NH2:1][CH:2]([C:14]1[S:15][C:16]([Br:19])=[CH:17][N:18]=1)[C@H:3]1[CH2:8][CH2:7][C@H:6]([C:9]([OH:11])=[O:10])[CH2:5][CH2:4]1 |f:1.2|. Procedure: The crude mixture from Step 1 was dissolved in methanol (3 mL), and sodium hydroxide (1.0 M in water, 0.950 mL, 0.950 mmol) was added to the resulting solution. The reaction mixture was then heated to a temperature of 50° C. for 30 minutes. The reaction was subsequently cooled, acidified with TFA (0.1 mL) and concentrated to afford racemic trans-4-[amino(5-bromo-1,3-thiazol-2-yl)methyl]cyclohexanecarboxylic acid, which was used in subsequent synthetic transformations without purification. MS ESI... Reactants: BrC=C(C)C1=CC=NC=C1 (4-(1-Bromoprop-1-en-2-yl)pyridine), ClC1=CC=2C3=C(NC2C=C1)CCN(C3)C (8-Chloro-2,3,4,5-tetrahydro-2-methyl-1H-pyrido[4,3-b]indole), P(=O)([O-])([O-])[O-].[K+].[K+].[K+] (potassium phosphate), N1[C@H](C(=O)O)CCC1 (L-proline). Reagents/catalysts: [Cu]I (copper (I) iodide). Solvent: CN(C)C=O (DMF). Run at temperature 100 celsius, time 12 hour. Yields the product ClC1=CC=2C3=C(N(C2C=C1)\C=C(\C)/C1=CC=NC=C1)CCN(C3)C ((Z)-8-chloro-2-methyl-5-(2-(pyridin-4-yl)prop-1-enyl)-2,3,4,5-tetrahydro-1H-pyrido[4,3-b]indole). RXN SMILES: Br[CH:2]=[C:3]([C:5]1[CH:10]=[CH:9][N:8]=[CH:7][CH:6]=1)[CH3:4].P([O-])([O-])([O-])=O.[K+].[K+].[K+].N1CCC[C@H]1C(O)=O.[Cl:27][C:28]1[CH:36]=[CH:35][C:34]2[NH:33][C:32]3[CH2:37][CH2:38][N:39]([CH3:41])[CH2:40][C:31]=3[C:30]=2[CH:29]=1>[Cu]I.CN(C=O)C>[Cl:27][C:28]1[CH:36]=[CH:35][C:34]2[N:33](/[CH:2]=[C:3](\[C:5]3[CH:10]=[CH:9][N:8]=[CH:7][CH:6]=3)/[CH3:4])[C:32]3[CH2:37][CH2:38][N:39]([CH3:41])[CH2:40][C:31]=3[C:30]=2[CH:29]=1 |f:1.2.3.4|. Procedure: 4-(1-Bromoprop-1-en-2-yl)pyridine (346 mg, 1.75 mmol) was adsorbed in potassium phosphate (617 mg, 2.9 mmol) and DMF (5 mL) was added followed by copper (I) iodide (27 mg, 0.145 mmol) and L-proline (33 mg, 0.29 mmol). 8-Chloro-2,3,4,5-tetrahydro-2-methyl-1H-pyrido[4,3-b]indole (321 mg, 1.45 mmol) was added to the reaction mixture and nitrogen gas purged for 2 min. The reaction mixture was stirred at 100° C. for 12 h. The reaction mixture was cooled to RT and water (20 mL) was added. The compound... Reactants: NC1=C(C=C(C=C1)C(=O)C1=C(C(=O)[O-])C=CC=C1)[N+](=O)[O-] (2-[(4-amino-3-nitrophenyl)carbonyl]benzoate), [BH4-].[Na+] (sodium borohydride). The solvent is C1CCOC1 (THF), CO (methanol). Conditions: time 40 minute. Product: NC1=C(C=C(C=C1)C1OC(C2=C1C=CC=C2)=O)[N+](=O)[O-] (3-(4-amino-3-nitrophenyl)-2-benzofuran-1(3H)-one), solid. Isolated yield 69.8%. As a reaction SMILES: [NH2:1][C:2]1[CH:7]=[CH:6][C:5]([C:8]([C:10]2[CH:18]=[CH:17][CH:16]=[CH:15][C:11]=2[C:12]([O-:14])=[O:13])=O)=[CH:4][C:3]=1[N+:19]([O-:21])=[O:20].[BH4-].[Na+]>C1COCC1.CO>[NH2:1][C:2]1[CH:7]=[CH:6][C:5]([CH:8]2[C:10]3[CH:18]=[CH:17][CH:16]=[CH:15][C:11]=3[C:12](=[O:14])[O:13]2)=[CH:4][C:3]=1[N+:19]([O-:21])=[O:20] |f:1.2|. Procedure: To a solution of 2-[(4-amino-3-nitrophenyl)carbonyl]benzoate (8.36 g, 27.8 mmol) in THF (100 mL) and methanol (30 mL) at 0° C. was added sodium borohydride (3.0 g, 79 mmol). The mixture was stirred for 40 min, and then unreacted hydride was quenched with 10% aqueous citric acid. The organic solvents were removed in vacuo. An orange solid precipitated from the resulting aqueous mixture. This solid was collected by filtration, rinsed with water, triturated with ether, and dried in vacuo. Desired 3... The reactants are N[C@@H]1CN(CC1)C1=NC2=CC=C(C(=C2C=C1)NC(CCC1CCCC1)=O)Cl (N-[2-[(3S)-3-Amino-1-pyrrolidinyl]-6-chloro-5-quinolinyl]-cyclopentanepropanamide), CC(C)(C)[Si](OCC=O)(C)C ([[(1,1-dimethylethyl)dimethylsilyl]oxy]-acetaldehyde). Yields the product ClC=1C(=C2C=CC(=NC2=CC1)N1C[C@H](CC1)NCCO[Si](C)(C)C(C)(C)C)NC(CCC1CCCC1)=O (N-[6-Chloro-2-[(3S)-3-[[2-[[(1,1-dimethylethyl)dimethylsilyl]oxy]ethyl]amino]-1-pyrrolidinyl]-5-quinolinyl]-cyclopentanepropanamide). RXN SMILES: [NH2:1][C@H:2]1[CH2:6][CH2:5][N:4]([C:7]2[CH:16]=[CH:15][C:14]3[C:9](=[CH:10][CH:11]=[C:12]([Cl:27])[C:13]=3[NH:17][C:18](=[O:26])[CH2:19][CH2:20][CH:21]3[CH2:25][CH2:24][CH2:23][CH2:22]3)[N:8]=2)[CH2:3]1.[CH3:28][C:29]([Si:32]([CH3:38])([CH3:37])[O:33][CH2:34][CH:35]=O)([CH3:31])[CH3:30]>>[Cl:27][C:12]1[C:13]([NH:17][C:18](=[O:26])[CH2:19][CH2:20][CH:21]2[CH2:22][CH2:23][CH2:24][CH2:25]2)=[C:14]2[C:9](=[CH:10][CH:11]=1)[N:8]=[C:7]([N:4]1[CH2:5][CH2:6][C@H:2]([NH:1][CH2:35][CH2:34][O:33][Si:32]([C:29]([CH3:31])([CH3:30])[CH3:28])([CH3:38])[CH3:37])[CH2:3]1)[CH:16]=[CH:15]2. Procedure: Prepared according to the method of example 50(a), using N-[2-[(3S)-3-amino-1-pyrrolidinyl]-6-chloro-5-quinolinyl]-cyclopentanepropanamide (Example 62) (300 mg) and [[(1,1-dimethylethyl)dimethylsilyl]oxy]-acetaldehyde (133 μl). Purification (SiO2, methanol:dichloromethane 3:97 as eluant) gave the sub-title compound as a solid (200 mg). Reaction SMILES: [C:1](=[O:2])([OH:3])[c:4]1[cH:5][cH:6][c:7](-[c:10]2[cH:11][cH:12][cH:13][c:14]3[n:15]2[cH:16][n:17][cH:18]3)[cH:8][cH:9]1.[C:30](=[O:31])([OH:32])[O-:33].[CH2:35]([Cl:36])[Cl:37].[CH3:25][C:26]([CH3:27])([CH3:28])[NH2:29].[CH3:38][N:39]([CH3:40])[CH:41]=[O:42].[Cl:19][C:20]([C:21]([Cl:22])=[O:23])=[O:24].[Na+:34]>>[C:1](=[O:3])([c:4]1[cH:5][cH:6][c:7](-[c:10]2[cH:11][cH:12][cH:13][c:14]3[n:15]2[cH:16][n:17][cH:18]3)[cH:8][cH:9]1)[NH:29][C:26]([CH3:25])([CH3:27])[CH3:28]. The reactants are O=C(O)c1ccc(-c2cccc3cncn23)cc1, O=C([O-])O, ClCCl, CC(C)(C)N, CN(C)C=O, O=C(Cl)C(=O)Cl, [Na+]. The product is CC(C)(C)NC(=O)c1ccc(-c2cccc3cncn23)cc1. The reactants are C1=CN2[C@H]3[C@H]([C@@H]([C@H](O3)CO)O)OC2=NC1=N (Cyclocytidine), [OH-].[NH4+] (ammonium hydroxide). As a reaction SMILES: [CH:1]1[C:15](=[NH:16])[N:14]=[C:13]2[N:3]([C@@H:4]3[O:8][C@H:7]([CH2:9][OH:10])[C@@H:6]([OH:11])[C@@H:5]3[O:12]2)[CH:2]=1.[OH-:17].[NH4+]>>[CH:1]1[C:15]([NH2:16])=[N:14][C:13](=[O:12])[N:3]([C@@H:4]2[O:8][C@H:7]([CH2:9][OH:10])[C@@H:6]([OH:11])[C@@H:5]2[OH:17])[CH:2]=1 |f:1.2|. Procedure: Cyclocytidine salt (8.0023 g., 18.25 mmole) and 80 ml. of 2N ammonium hydroxide are stirred at 58°. Hydrolysis is complete at 70 minutes. Reaction conditions: time 70 minute. The product is C1=CN(C(=O)N=C1N)[C@H]2[C@H]([C@@H]([C@H](O2)CO)O)O (Cytosine Arabinoside). Reactants: C[Si](C)(C)C=[N+]=[N-] ((trimethylsilyl)diazomethane), C(C)OCC (diethyl ether), C[O-].[Na+] (sodium methoxide), BrC1=C(C=NN1C)C(=O)O (5-bromo-1-methyl-1H-pyrazole-4-carboxylic acid), C(C(=O)Cl)(=O)Cl (oxalyl chloride), Br (hydrogen bromide). The reagents and catalysts are CN(C=O)C (N,N-dimethylformamide). Solvent: CO (methanol). Conditions: time 30 minute. The product is BrCC(=O)C=1C=NN(C1Br)C (2-bromo-1-(5-bromo-1-methyl-1H-pyrazol-4-yl)ethanone). As a reaction SMILES: [Br:1][C:2]1[N:6]([CH3:7])[N:5]=[CH:4][C:3]=1C(O)=O.[CH3:11][O-:12].[Na+].[C:14](Cl)(=O)C(Cl)=O.C[Si](C=[N+]=[N-])(C)C.C(OCC)C.[BrH:32]>CO.CN(C)C=O>[Br:32][CH2:14][C:11]([C:3]1[CH:4]=[N:5][N:6]([CH3:7])[C:2]=1[Br:1])=[O:12] |f:1.2|. Reported procedure: A solution of 5-bromo-1-methyl-1H-pyrazole-4-carboxylic acid (6.4 g, 31 mmol) in methanol (100 mL) was placed in a water bath, treated in a single portion with sodium methoxide (95%, 1.86 g, 32.7 mmol) and stirred for 30 minutes at room temperature. After removal of volatiles in vacuo, the sodium salt was concentrated twice from heptane (100 mL). It was then suspended in dichloromethane (100 mL) and treated with oxalyl chloride (3.15 mL, 35.9 mmol) followed by N,N-dimethylformamide (2 drops). Th... The reactants are NC1C(N(C2=C(C(=N1)C1=C(C=CC=C1)F)C=CC=C2)CC(=O)OCC)=O (3-(RS)-amino-1,3-dihydro-1-ethoxycarbonylmethyl-5-(2-fluorophenyl)-2H-1,4-benzodiazepin-2-one), ClC1=CC=C(C=C1)N=C=O (4-chlorophenylisocyanate). Solvent: O1CCCC1 (tetrahydrofuran). Run at time 8 hour. Yields the product C(C)OC(CN1C(C(N=C(C2=C1C=CC=C2)C2=C(C=CC=C2)F)NC(=O)NC2=CC=C(C=C2)Cl)=O)=O (3-((((4-Chlorophenyl)amino)carbonyl)amino)-5-(2-fluorophenyl)-2,3-dihydro-2-oxo-1H-1,4-benzodiazepin-1-acetic acid ethyl ester). RXN SMILES: [NH2:1][CH:2]1[N:8]=[C:7]([C:9]2[CH:14]=[CH:13][CH:12]=[CH:11][C:10]=2[F:15])[C:6]2[CH:16]=[CH:17][CH:18]=[CH:19][C:5]=2[N:4]([CH2:20][C:21]([O:23][CH2:24][CH3:25])=[O:22])[C:3]1=[O:26].[Cl:27][C:28]1[CH:33]=[CH:32][C:31]([N:34]=[C:35]=[O:36])=[CH:30][CH:29]=1>O1CCCC1>[CH2:24]([O:23][C:21](=[O:22])[CH2:20][N:4]1[C:5]2[CH:19]=[CH:18][CH:17]=[CH:16][C:6]=2[C:7]([C:9]2[CH:14]=[CH:13][CH:12]=[CH:11][C:10]=2[F:15])=[N:8][CH:2]([NH:1][C:35]([NH:34][C:31]2[CH:32]=[CH:33][C:28]([Cl:27])=[CH:29][CH:30]=2)=[O:36])[C:3]1=[O:26])[CH3:25]. Reported procedure: Equimolar amounts of 3-(RS)-amino-1,3-dihydro-1-ethoxycarbonylmethyl-5-(2-fluorophenyl)-2H-1,4-benzodiazepin-2-one and 4-chlorophenylisocyanate were mixed in 8 ml of dry tetrahydrofuran at room temperature. The reaction mixture was allowed to stand for 8 hours and was then filtered. The collected solids were washed with tetrahydrofuran and dried in vacuo over P2O5 to give the analytical product: m.p. 253°-254° C. The reactants are O=C([O-])[O-], CS(=O)(=O)c1ccc(CBr)cc1, CO, [K+], [K+], CCCCOc1nc(N)c2[nH]c(=O)n(CCCNCCCN3CCOCC3)c2n1, CN(C)C=O. Yields the product CCCCOc1nc(N)c2[nH]c(=O)n(CCCN(CCCN3CCOCC3)Cc3ccc(S(C)(=O)=O)cc3)c2n1. Reaction SMILES: [C:42](=[O:43])([O-:44])[O-:45].[CH3:30][S:31](=[O:32])(=[O:33])[c:34]1[cH:35][cH:36][c:37]([CH2:38][Br:39])[cH:40][cH:41]1.[CH3:53][OH:54].[K+:46].[K+:47].[NH2:1][c:2]1[c:3]2[nH:4][c:5](=[O:29])[n:6]([CH2:16][CH2:17][CH2:18][NH:19][CH2:20][CH2:21][CH2:22][N:23]3[CH2:24][CH2:25][O:26][CH2:27][CH2:28]3)[c:7]2[n:8][c:9]([O:11][CH2:12][CH2:13][CH2:14][CH3:15])[n:10]1.[O:48]=[CH:49][N:50]([CH3:51])[CH3:52]>>[NH2:1][c:2]1[c:3]2[nH:4][c:5](=[O:29])[n:6]([CH2:16][CH2:17][CH2:18][N:19]([CH2:20][CH2:21][CH2:22][N:23]3[CH2:24][CH2:25][O:26][CH2:27][CH2:28]3)[CH2:38][c:37]3[cH:36][cH:35][c:34]([S:31]([CH3:30])(=[O:32])=[O:33])[cH:41][cH:40]3)[c:7]2[n:8][c:9]([O:11][CH2:12][CH2:13][CH2:14][CH3:15])[n:10]1.